Dataset: the Open Reaction Database (ORD), a public repository of structured organic reaction records. Task: describe an organic reaction: reactants, conditions, products, and yield Reactants: O=C([O-])[O-], CN(C)C=O, COc1ccc(CCl)cc1OCc1nc(-c2ccccc2)oc1C, [K+], [K+], O, COC(=O)Cc1cccc(O)c1. Product: COC(=O)Cc1cccc(OCc2ccc(OC)c(OCc3nc(-c4ccccc4)oc3C)c2)c1. As a reaction SMILES: [C:37](=[O:38])([O-:39])[O-:40].[CH3:43][N:44]([CH3:45])[CH:46]=[O:47].[Cl:1][CH2:2][c:3]1[cH:4][cH:5][c:6]([O:23][CH3:24])[c:7]([O:8][CH2:9][c:10]2[n:11][c:12](-[c:16]3[cH:17][cH:18][cH:19][cH:20][cH:21]3)[o:13][c:14]2[CH3:15])[cH:22]1.[K+:41].[K+:42].[OH2:48].[OH:25][c:26]1[cH:27][c:28]([CH2:32][C:33](=[O:34])[O:35][CH3:36])[cH:29][cH:30][cH:31]1>>[CH2:2]([c:3]1[cH:4][cH:5][c:6]([O:23][CH3:24])[c:7]([O:8][CH2:9][c:10]2[n:11][c:12](-[c:16]3[cH:17][cH:18][cH:19][cH:20][cH:21]3)[o:13][c:14]2[CH3:15])[cH:22]1)[O:25][c:26]1[cH:27][c:28]([CH2:32][C:33](=[O:34])[O:35][CH3:36])[cH:29][cH:30][cH:31]1. Reactants: O=C1CC2CC(=O)CC2C1, Cc1ccc(S(=O)(=O)O)cc1, Cc1ccccc1, O, OCCO. The product is O=C1CC2CC3(CC2C1)OCCO3. Reaction SMILES: [CH2:1]1[C:2](=[O:10])[CH2:3][CH:4]2[CH2:5][C:6](=[O:9])[CH2:7][CH:8]12.[CH3:15][c:16]1[cH:17][cH:18][c:19]([S:20]([OH:21])(=[O:22])=[O:23])[cH:24][cH:25]1.[CH3:27][c:28]1[cH:29][cH:30][cH:31][cH:32][cH:33]1.[OH2:26].[OH:11][CH2:12][CH2:13][OH:14]>>[CH2:1]1[C:2](=[O:10])[CH2:3][CH:4]2[CH2:5][C:6]3([CH2:7][CH:8]12)[O:9][CH2:13][CH2:12][O:11]3.